From a dataset of the Open Reaction Database (ORD), a public repository of structured organic reaction records. describe an organic reaction: reactants, conditions, products, and yield Starting materials: C(#C)C1=CN=C2N1C=CN=C2 (3-ethynylimidazo[1,2-a]pyrazine), IC=1C=C(C(=O)NC2=CC(=C(C=C2)CN2CCN(CC2)C)C(F)(F)F)C=CC1C (3-iodo-4-methyl-N-(4-((4-methylpiperazin-1-yl)methyl)-3-(trifluoromethyl)phenyl)benzamide). Yields the product N=1C=C(N2C1C=NC=C2)C#CC=2C=C(C(=O)NC1=CC(=C(C=C1)CN1CCN(CC1)C)C(F)(F)F)C=CC2C (3-(Imidazo[1,2-a]pyrazin-3-ylethynyl)-4-methyl-N-(4-((4-methylpiperazin-1-yl)methyl)-3-(trifluoromethyl)phenyl)benzamide). As a reaction SMILES: [C:1]([C:3]1[N:7]2[CH:8]=[CH:9][N:10]=[CH:11][C:6]2=[N:5][CH:4]=1)#[CH:2].I[C:13]1[CH:14]=[C:15]([CH:37]=[CH:38][C:39]=1[CH3:40])[C:16]([NH:18][C:19]1[CH:24]=[CH:23][C:22]([CH2:25][N:26]2[CH2:31][CH2:30][N:29]([CH3:32])[CH2:28][CH2:27]2)=[C:21]([C:33]([F:36])([F:35])[F:34])[CH:20]=1)=[O:17]>>[N:5]1[CH:4]=[C:3]([C:1]#[C:2][C:38]2[CH:37]=[C:15]([CH:14]=[CH:13][C:39]=2[CH3:40])[C:16]([NH:18][C:19]2[CH:24]=[CH:23][C:22]([CH2:25][N:26]3[CH2:31][CH2:30][N:29]([CH3:32])[CH2:28][CH2:27]3)=[C:21]([C:33]([F:36])([F:35])[F:34])[CH:20]=2)=[O:17])[N:7]2[CH:8]=[CH:9][N:10]=[CH:11][C:6]=12. Reported procedure: The title compound was synthesized from 3-ethynylimidazo[1,2-a]pyrazine and 3-iodo-4-methyl-N-(4-((4-methylpiperazin-1-yl)methyl)-3-(trifluoromethyl)phenyl)benzamide in a manner similar to that described for Example 1. The product was obtained as a solid: 533 m/z (M+H).